From a dataset of the Open Reaction Database (ORD), a public repository of structured organic reaction records. describe an organic reaction: reactants, conditions, products, and yield Reactants: C(C)SC=1SC(C(N1)=O)=CC=1C=C2C=NN(C2=CC1)CC1=C(C=C(C=C1)C(C)(C)O)C(F)(F)F (2-Ethylsulfanyl-5-{1-[4-(1-hydroxy-1-methyl-ethyl)-2-trifluoromethyl-benzyl]-1H-indazol-5-ylmethylene}-thiazol-4-one), C(C)(C)(C)OC(=O)N1[C@H](CNCC1)CO ((2R)2-Hydroxymethyl-piperazine-1-carboxylic acid tert-butyl ester). The product is C(C)(C)(C)OC(=O)N1[C@H](CN(CC1)C=1SC(C(N1)=O)=CC=1C=C2C=NN(C2=CC1)CC1=C(C=C(C=C1)C(C)(C)O)C(F)(F)F)CO ((2R)-2-Hydroxymethyl-4-(5-{1-[4-(1-hydroxy-1-methyl-ethyl)-2-trifluoromethyl-benzyl]-1H-indazol-5-ylmethylene}-4-oxo-4,5-dihydro-thiazol-2-yl)-piperazine-1-carboxylic acid tert-butyl ester). As a reaction SMILES: C(S[C:4]1[S:5][C:6](=[CH:10][C:11]2[CH:12]=[C:13]3[C:17](=[CH:18][CH:19]=2)[N:16]([CH2:20][C:21]2[CH:26]=[CH:25][C:24]([C:27]([OH:30])([CH3:29])[CH3:28])=[CH:23][C:22]=2[C:31]([F:34])([F:33])[F:32])[N:15]=[CH:14]3)[C:7](=[O:9])[N:8]=1)C.[C:35]([O:39][C:40]([N:42]1[CH2:47][CH2:46][NH:45][CH2:44][C@@H:43]1[CH2:48][OH:49])=[O:41])([CH3:38])([CH3:37])[CH3:36]>>[C:35]([O:39][C:40]([N:42]1[CH2:47][CH2:46][N:45]([C:4]2[S:5][C:6](=[CH:10][C:11]3[CH:12]=[C:13]4[C:17](=[CH:18][CH:19]=3)[N:16]([CH2:20][C:21]3[CH:26]=[CH:25][C:24]([C:27]([OH:30])([CH3:29])[CH3:28])=[CH:23][C:22]=3[C:31]([F:33])([F:32])[F:34])[N:15]=[CH:14]4)[C:7](=[O:9])[N:8]=2)[CH2:44][C@@H:43]1[CH2:48][OH:49])=[O:41])([CH3:38])([CH3:37])[CH3:36]. Procedure details: (2R)-2-Hydroxymethyl-4-(5-{1-[4-(1-hydroxy-1-methyl-ethyl)-2-trifluoromethyl-benzyl]-1H-indazol-5-ylmethylene}-4-oxo-4,5-dihydro-thiazol-2-yl)-piperazine-1-carboxylic acid tert-butyl ester was prepared from 2-Ethylsulfanyl-5-{1-[4-(1-hydroxy-1-methyl-ethyl)-2-trifluoromethyl-benzyl]-1H-indazol-5-ylmethylene}-thiazol-4-one and (2R)2-Hydroxymethyl-piperazine-1-carboxylic acid tert-butyl ester following General Procedure C. Reactants: ClC1=C(C=C(C=2CCNC(C12)=O)C(=O)OC)OC(C)C (methyl 8-chloro-1-oxo-7-(propan-2-yloxy)-1,2,3,4-tetrahydroisoquinoline-5-carboxylate), C(C1=CC=CC=C1)OC1=NC(=CC(=C1CCl)C)C (2-(benzyloxy)-3-(chloromethyl)-4,6-dimethylpyridine), C[Si](C)(C)[N-][Si](C)(C)C.[K+] (KHMDS). The solvent is O1CCOCC1 (1,4-dioxane). Run at temperature 100 celsius. The product is C(C1=CC=CC=C1)OC1=NC(=CC(=C1CN1C(C=2C(=C(C=C(C2CC1)C(=O)O)OC(C)C)Cl)=O)C)C (2-{[2-(benzyloxy)-4,6-dimethylpyridin-3-yl]methyl}-8-chloro-1-oxo-7-(propan-2-yloxy)-1,2,3,4-tetrahydroisoquinoline-5-carboxylic acid). The yield is 33.0%. Reaction SMILES: [Cl:1][C:2]1[C:11]2[C:10](=[O:12])[NH:9][CH2:8][CH2:7][C:6]=2[C:5]([C:13]([O:15]C)=[O:14])=[CH:4][C:3]=1[O:17][CH:18]([CH3:20])[CH3:19].[CH2:21]([O:28][C:29]1[C:34]([CH2:35]Cl)=[C:33]([CH3:37])[CH:32]=[C:31]([CH3:38])[N:30]=1)[C:22]1[CH:27]=[CH:26][CH:25]=[CH:24][CH:23]=1.C[Si]([N-][Si](C)(C)C)(C)C.[K+]>O1CCOCC1>[CH2:21]([O:28][C:29]1[C:34]([CH2:35][N:9]2[CH2:8][CH2:7][C:6]3[C:5]([C:13]([OH:15])=[O:14])=[CH:4][C:3]([O:17][CH:18]([CH3:20])[CH3:19])=[C:2]([Cl:1])[C:11]=3[C:10]2=[O:12])=[C:33]([CH3:37])[CH:32]=[C:31]([CH3:38])[N:30]=1)[C:22]1[CH:27]=[CH:26][CH:25]=[CH:24][CH:23]=1 |f:2.3|. Procedure: To a mixture of methyl 8-chloro-1-oxo-7-(propan-2-yloxy)-1,2,3,4-tetrahydroisoquinoline-5-carboxylate (Cpd F, 92.0 mg, 0.310 mmol) and 2-(benzyloxy)-3-(chloromethyl)-4,6-dimethylpyridine (Cpd Z, 97.1 mg, 0.371 mmol) in 1,4-dioxane (3 mL) was added KHMDS (308 mg, 1.54 mmol). The reaction mixture was heated at 100° C. for 1 hour. The solvent was removed under vacuum and the residue diluted with EtOAc (10 mL) and water (10 mL). The pH of the aqueous layer was adjusted to 3-4 using 1N HCl. The aqueo... Reactants: [Li]CCCC, CCCCCC, Cc1ccccc1, O=CC1CCC(OC2CCCCO2)C1CCCCCCC(=O)O, C#CCCCCC. Product: CCCCCC#CC(O)C1CCC(OC2CCCCO2)C1CCCCCCC(=O)O. RXN SMILES: [CH2:1]([Li:2])[CH2:3][CH2:4][CH3:5].[CH3:36][CH2:37][CH2:38][CH2:39][CH2:40][CH3:41].[CH3:42][c:43]1[cH:44][cH:45][cH:46][cH:47][cH:48]1.[CH:13](=[O:14])[CH:15]1[CH:16]([CH2:27][CH2:28][CH2:29][CH2:30][CH2:31][CH2:32][C:33](=[O:34])[OH:35])[CH:17]([O:20][CH:21]2[O:22][CH2:23][CH2:24][CH2:25][CH2:26]2)[CH2:18][CH2:19]1.[CH:6]#[C:7][CH2:8][CH2:9][CH2:10][CH2:11][CH3:12]>>[C:6](#[C:7][CH2:8][CH2:9][CH2:10][CH2:11][CH3:12])[CH:13]([OH:14])[CH:15]1[CH:16]([CH2:27][CH2:28][CH2:29][CH2:30][CH2:31][CH2:32][C:33](=[O:34])[OH:35])[CH:17]([O:20][CH:21]2[O:22][CH2:23][CH2:24][CH2:25][CH2:26]2)[CH2:18][CH2:19]1. The reactants are C[Si](CCOCN(C1=C(C(=NC=2N1N=CC2C=2C=NC(=CC2)C2=CC=CC=C2)OC2CCN(CC2)C(=O)OC(C)(C)C)C(=C)OCC)COCC[Si](C)(C)C)(C)C (tert-butyl 4-(7-(bis((2-(trimethylsilyl)ethoxy)methyl)amino)-6-(1-ethoxyvinyl)-3-(6-phenylpyridin-3-yl)pyrazolo[1,5-a]pyrimidin-5-yloxy)piperidine-1-carboxylate), C(=O)(C(F)(F)F)O (TFA). Solvent: O (H2O). Conditions: time 8 hour. Yields the product NC1=C(C(=NC=2N1N=CC2C=2C=NC(=CC2)C2=CC=CC=C2)OC2CCNCC2)C(C)=O (1-(7-amino-3-(6-phenylpyridin-3-yl)-5-(piperidin-4-yloxy)pyrazolo[1,5-a]pyrimidin-6-yl)ethanone). RXN SMILES: C[Si](C)(C)CCOC[N:7](COCC[Si](C)(C)C)[C:8]1[N:13]2[N:14]=[CH:15][C:16]([C:17]3[CH:18]=[N:19][C:20]([C:23]4[CH:28]=[CH:27][CH:26]=[CH:25][CH:24]=4)=[CH:21][CH:22]=3)=[C:12]2[N:11]=[C:10]([O:29][CH:30]2[CH2:35][CH2:34][N:33](C(OC(C)(C)C)=O)[CH2:32][CH2:31]2)[C:9]=1[C:43]([O:45]CC)=[CH2:44].C(O)(C(F)(F)F)=O>O>[NH2:7][C:8]1[N:13]2[N:14]=[CH:15][C:16]([C:17]3[CH:18]=[N:19][C:20]([C:23]4[CH:24]=[CH:25][CH:26]=[CH:27][CH:28]=4)=[CH:21][CH:22]=3)=[C:12]2[N:11]=[C:10]([O:29][CH:30]2[CH2:31][CH2:32][NH:33][CH2:34][CH2:35]2)[C:9]=1[C:43](=[O:45])[CH3:44]. Reported procedure: The crude tert-butyl 4-(7-(bis((2-(trimethylsilyl)ethoxy)methyl)amino)-6-(1-ethoxyvinyl)-3-(6-phenylpyridin-3-yl)pyrazolo[1,5-a]pyrimidin-5-yloxy)piperidine-1-carboxylate was treated with 50% TFA in H2O (6 mL) and stirred overnight. The reaction mixture was concentrated in vacuo. Purification with prep-LC provided 1-(7-amino-3-(6-phenylpyridin-3-yl)-5-(piperidin-4-yloxy)pyrazolo[1,5-a]pyrimidin-6-yl)ethanone: LCMS tR=1.11 Min (5 min run, UV254nm). Mass calculated for, M+ 428.1, observed LC/MS m/... Reaction SMILES: [Br:1][c:2]1[c:3](-[c:8]2[cH:9][c:10](-[c:14]3[cH:15][c:16]([C:24]([CH3:25])([S:26](=[O:27])(=[O:28])[CH3:29])[CH3:30])[cH:17][c:18]4[cH:19][cH:20][cH:21][n:22][c:23]34)[cH:11][cH:12][cH:13]2)[cH:4][cH:5][cH:6][cH:7]1.[C:31](=[O:32])([OH:33])[c:34]1[cH:35][cH:36][c:37]([B:40]([OH:41])[OH:42])[cH:38][cH:39]1.[CH3:46][OH:47].[Cl:43][CH2:44][Cl:45]>>[c:2]1(-[c:37]2[cH:36][cH:35][c:34]([C:31](=[O:32])[OH:33])[cH:39][cH:38]2)[c:3](-[c:8]2[cH:9][c:10](-[c:14]3[cH:15][c:16]([C:24]([CH3:25])([S:26](=[O:27])(=[O:28])[CH3:29])[CH3:30])[cH:17][c:18]4[cH:19][cH:20][cH:21][n:22][c:23]34)[cH:11][cH:12][cH:13]2)[cH:4][cH:5][cH:6][cH:7]1. Reactants: CC(C)(c1cc(-c2cccc(-c3ccccc3Br)c2)c2ncccc2c1)S(C)(=O)=O, O=C(O)c1ccc(B(O)O)cc1, CO, ClCCl. Yields the product CC(C)(c1cc(-c2cccc(-c3ccccc3-c3ccc(C(=O)O)cc3)c2)c2ncccc2c1)S(C)(=O)=O. The reactants are ClC=1C=CC2=C(C=C(O2)/C=C/C=C(/C(=O)OC)\OC)C1 (methyl (2Z,4E)-5-(5-chlorobenzofuran-2-yl)-2-methoxy-2,4-pentadienoate), CCO.O (EtOH water). Conditions: time 8 hour. Product: ClC=1C=CC2=C(C=C(O2)/C=C/C=C(/C(=O)O)\OC)C1 ((2Z,4E)-5-(5-Chlorobenzofuran-2-yl)-2-methoxy-2,4-pentadienoic acid). The yield is 65.2%. As a reaction SMILES: [Cl:1][C:2]1[CH:3]=[CH:4][C:5]2[O:9][C:8](/[CH:10]=[CH:11]/[CH:12]=[C:13](\[O:18][CH3:19])/[C:14]([O:16]C)=[O:15])=[CH:7][C:6]=2[CH:20]=1.CCO.O>>[Cl:1][C:2]1[CH:3]=[CH:4][C:5]2[O:9][C:8](/[CH:10]=[CH:11]/[CH:12]=[C:13](\[O:18][CH3:19])/[C:14]([OH:16])=[O:15])=[CH:7][C:6]=2[CH:20]=1 |f:1.2|. Procedure: To a stirred solution of methyl (2Z,4E)-5-(5-chlorobenzofuran-2-yl)-2-methoxy-2,4-pentadienoate (530 mg, 1.81 mmol) in EtOH/water 1/1 (40 ml) potassium hydroxide (0.43 g, 7.66 mmol) was added. The solution was stirred at RT overnight, then it was treated as seen in example 2. Pure title compound (330 mg, 1.18 mmol, yield 65.4%) was obtained as bright yellow crystals. Reactants: CCOCC (Et2O), Cl (Hydrochloric acid), C(C1=CC=CC=C1)(C1=CC=CC=C1)=NC=1C=C(C=CC1)C1(C=2N(CC(=N1)N)N=CC2)C (rac-4-[3-(benzhydrylidene-amino)-phenyl]-4-methyl-4,7-dihydro-pyrazolo[1,5-a]pyrazin-6-ylamine). Solvent: O (H2O), C(C)(C)O (isopropanol). Reaction conditions: time 3 hour. Product: NC=1C=C(C=CC1)C1(C=2N(CC(=N1)N)N=CC2)C (rac-4-(3-aminophenyl)-4-methyl-4,7-dihydro-pyrazolo[1,5-a]pyrazin-6-amine). Yield: 97.0%. As a reaction SMILES: Cl.C(=[N:15][C:16]1[CH:17]=[C:18]([C:22]2([CH3:32])[N:27]=[C:26]([NH2:28])[CH2:25][N:24]3[N:29]=[CH:30][CH:31]=[C:23]23)[CH:19]=[CH:20][CH:21]=1)(C1C=CC=CC=1)C1C=CC=CC=1.CCOCC>O.C(O)(C)C>[NH2:15][C:16]1[CH:17]=[C:18]([C:22]2([CH3:32])[N:27]=[C:26]([NH2:28])[CH2:25][N:24]3[N:29]=[CH:30][CH:31]=[C:23]23)[CH:19]=[CH:20][CH:21]=1. Procedure: Hydrochloric acid 37% in H2O (0.14 mL) was added to a solution of rac-4-[3-(benzhydrylidene-amino)-phenyl]-4-methyl-4,7-dihydro-pyrazolo[1,5-a]pyrazin-6-ylamine (0.37 g, 0.9 mmol) in isopropanol (10 mL). The mixture was stirred at room temperature for 3 hours. Et2O was added and the mixture was stirred for 15 minutes. The solid precipitated was filtered, washed with Et2O and dried in vacuo. The residue was suspended in DCM and washed with NaHCO3 (aq. sat. solution). The organic layer was separat... Reactants: C(C)OC(=O)C=1N(C2=CC=C(C=C2C1)C1CCN(CC1)C(=O)OC(C)(C)C)S(=O)(=O)C1=CC=C(C=C1)C (5-(1-tert-Butoxycarbonyl-piperidin-4-yl)-1-(toluene-4-sulfonyl)-1H-indole-2-carboxylic acid ethyl ester), Cl.C(C)(=O)OCC (hydrochloric acid ethyl acetate). Run in C(C)(=O)OCC (ethyl acetate). Conditions: time 1.5 hour. The product is Cl.C(C)OC(=O)C=1N(C2=CC=C(C=C2C1)C1CCNCC1)S(=O)(=O)C1=CC=C(C=C1)C (5-piperidin-4-yl-1-(toluene-4-sulfonyl)-1H-indole-2-carboxylic acid ethyl ester hydrochloride), material. As a reaction SMILES: [CH2:1]([O:3][C:4]([C:6]1[N:7]([S:28]([C:31]2[CH:36]=[CH:35][C:34]([CH3:37])=[CH:33][CH:32]=2)(=[O:30])=[O:29])[C:8]2[C:13]([CH:14]=1)=[CH:12][C:11]([CH:15]1[CH2:20][CH2:19][N:18](C(OC(C)(C)C)=O)[CH2:17][CH2:16]1)=[CH:10][CH:9]=2)=[O:5])[CH3:2].[ClH:38].C(OCC)(=O)C>C(OCC)(=O)C>[ClH:38].[CH2:1]([O:3][C:4]([C:6]1[N:7]([S:28]([C:31]2[CH:32]=[CH:33][C:34]([CH3:37])=[CH:35][CH:36]=2)(=[O:29])=[O:30])[C:8]2[C:13]([CH:14]=1)=[CH:12][C:11]([CH:15]1[CH2:20][CH2:19][NH:18][CH2:17][CH2:16]1)=[CH:10][CH:9]=2)=[O:5])[CH3:2] |f:1.2,4.5|. Reported procedure: 5-(1-tert-Butoxycarbonyl-piperidin-4-yl)-1-(toluene-4-sulfonyl)-1H-indole-2-carboxylic acid ethyl ester (362 mg, 0.687 mmol) was dissolved in a mixture solution of ethyl acetate (4 ml) and 4 M hydrochloric acid/ethyl acetate (8 ml). This was stirred at room temperature under a nitrogen atmosphere for 1.5 hours. The reaction mixture was concentrated under reduced pressure. Thus, 5-piperidin-4-yl-1-(toluene-4-sulfonyl)-1H-indole-2-carboxylic acid ethyl ester hydrochloride was obtained as a colorle... The reactants are BrC(C)CCCC(C)C (2-bromo-6-methyl-heptane), OC1=CC=C(C=C1)C(C)=O (p-hydroxy-acetophenone). The product is CC(CCCC(C)C)OC1=CC=C(C=C1)C(C)=O (p-[(1,5-dimethyl-hexyl)-oxy]-acetophenone). As a reaction SMILES: Br[CH:2]([CH2:4][CH2:5][CH2:6][CH:7]([CH3:9])[CH3:8])[CH3:3].[OH:10][C:11]1[CH:16]=[CH:15][C:14]([C:17](=[O:19])[CH3:18])=[CH:13][CH:12]=1>>[CH3:3][CH:2]([O:10][C:11]1[CH:16]=[CH:15][C:14]([C:17](=[O:19])[CH3:18])=[CH:13][CH:12]=1)[CH2:4][CH2:5][CH2:6][CH:7]([CH3:9])[CH3:8]. Procedure: 2-bromo-6-methyl-heptane was reacted with p-hydroxy-acetophenone to obtain p-[(1,5-dimethyl-hexyl)-oxy]-acetophenone (boiling point = 200°C/1.0 mmHg);